From a dataset of the Open Reaction Database (ORD), a public repository of structured organic reaction records. describe an organic reaction: reactants, conditions, products, and yield Reactants: CC#N, NC1CCCC1, CC1CCC(C#N)N1C(=O)CCl. The product is CC1CCC(C#N)N1C(=O)CNC1CCCC1. As a reaction SMILES: [CH3:19][C:20]#[N:21].[CH:13]1([NH2:18])[CH2:14][CH2:15][CH2:16][CH2:17]1.[Cl:1][CH2:2][C:3](=[O:4])[N:5]1[CH:6]([C:11]#[N:12])[CH2:7][CH2:8][CH:9]1[CH3:10]>>[CH2:2]([C:3](=[O:4])[N:5]1[CH:6]([C:11]#[N:12])[CH2:7][CH2:8][CH:9]1[CH3:10])[NH:18][CH:13]1[CH2:14][CH2:15][CH2:16][CH2:17]1.